From a dataset of the Open Reaction Database (ORD), a public repository of structured organic reaction records. describe an organic reaction: reactants, conditions, products, and yield Reactants: CCN(C(C)C)C(C)C, FC(F)(F)c1nnc2ccc(Cl)nn12, CN(C)C=O, CC(c1ccccc1)N1CCNCC1. The product is CC(c1ccccc1)N1CCN(c2ccc3nnc(C(F)(F)F)n3n2)CC1. Reaction SMILES: [CH:29]([N:30]([CH2:31][CH3:32])[CH:33]([CH3:34])[CH3:35])([CH3:36])[CH3:37].[Cl:1][c:2]1[cH:3][cH:4][c:5]2[n:6]([n:7]1)[c:8]([C:11]([F:12])([F:13])[F:14])[n:9][n:10]2.[O:38]=[CH:39][N:40]([CH3:41])[CH3:42].[c:15]1([CH:21]([CH3:22])[N:23]2[CH2:24][CH2:25][NH:26][CH2:27][CH2:28]2)[cH:16][cH:17][cH:18][cH:19][cH:20]1>>[c:2]1([N:26]2[CH2:25][CH2:24][N:23]([CH:21]([c:15]3[cH:16][cH:17][cH:18][cH:19][cH:20]3)[CH3:22])[CH2:28][CH2:27]2)[cH:3][cH:4][c:5]2[n:6]([n:7]1)[c:8]([C:11]([F:12])([F:13])[F:14])[n:9][n:10]2. Starting materials: ClCCl, CS(=O)(=O)Cl, CC1(C)OB(c2ccc(N)cc2)OC1(C)C, CN1CCOCC1, CCOC(C)=O. Product: CC1(C)OB(c2ccc(NS(C)(=O)=O)cc2)OC1(C)C. RXN SMILES: [CH2:22]([Cl:23])[Cl:24].[CH3:17][S:18]([Cl:19])(=[O:20])=[O:21].[CH3:1][C:2]1([CH3:16])[O:3][B:4]([c:9]2[cH:10][cH:11][c:12]([NH2:15])[cH:13][cH:14]2)[O:5][C:6]1([CH3:7])[CH3:8].[CH3:25][N:26]1[CH2:27][CH2:28][O:29][CH2:30][CH2:31]1.[CH3:32][CH2:33][O:34][C:35](=[O:36])[CH3:37]>>[CH3:1][C:2]1([CH3:16])[O:3][B:4]([c:9]2[cH:10][cH:11][c:12]([NH:15][S:18]([CH3:17])(=[O:20])=[O:21])[cH:13][cH:14]2)[O:5][C:6]1([CH3:7])[CH3:8].